This data is from the Open Reaction Database (ORD), a public repository of structured organic reaction records. The task is: describe an organic reaction: reactants, conditions, products, and yield Reaction SMILES: [NH:1]1[CH2:9][CH2:8][CH:4]([C:5]([OH:7])=O)[CH2:3][CH2:2]1.[NH2:10][C:11]1[CH:16]=[CH:15][CH:14]=[CH:13][C:12]=1O>>[O:7]1[C:12]2[CH:13]=[CH:14][CH:15]=[CH:16][C:11]=2[N:10]=[C:5]1[CH:4]1[CH2:3][CH2:2][NH:1][CH2:9][CH2:8]1. Yields the product O1C(=NC2=C1C=CC=C2)C2CCNCC2 (4-(Benzoxazol-2-yl)piperidine). Starting materials: N1CCC(C(=O)O)CC1 (isonipecotic acid), NC1=C(C=CC=C1)O (2-aminophenol). Procedure: The title compound was prepared from isonipecotic acid and 2-aminophenol using the method described in Description 14. MH+ 203. Reactants: C(C)OC(OCC)OCC (triethylorthoformate), [Si](C1=CC=CC=C1)(C1=CC=CC=C1)(C(C)(C)C)OCC(CS)O (1-t-butyldiphenylsilyloxy-3-mercapto-2-propanol), P(Cl)(Cl)Cl (phosphorous trichloride), P(OCC)(OCC)OCC (triethyl phosphite). The reagents and catalysts are C1(=CC=C(C=C1)S(=O)(=O)O)C (p-toluenesulfonic acid), [Cl-].[Zn+2].[Cl-] (zinc chloride). The solvent is C1(=CC=CC=C1)C (toluene), ClCCl (dichloromethane). Conditions: time 18 hour. The product is [Si](C1=CC=CC=C1)(C1=CC=CC=C1)(C(C)(C)C)OC[C@H]1CS[C@@H](O1)P(=O)(OCC)OCC (trans 5-(t-butyldiphenylsilyloxymethyl)-2-(diethyloxyphosphinoyl)-1,3-oxathiolane). Yield: 101.6%. Reaction SMILES: [CH2:1](OC(OCC)OCC)C.[Si:11]([O:28][CH2:29][CH:30]([OH:33])[CH2:31][SH:32])([C:24]([CH3:27])([CH3:26])[CH3:25])([C:18]1[CH:23]=[CH:22][CH:21]=[CH:20][CH:19]=1)[C:12]1[CH:17]=[CH:16][CH:15]=[CH:14][CH:13]=1.[P:34]([O:41][CH2:42][CH3:43])([O:38][CH2:39][CH3:40])[O:35]CC.P(Cl)(Cl)Cl>C1(C)C=CC=CC=1.ClCCl.[Cl-].[Zn+2].[Cl-].C1(C)C=CC(S(O)(=O)=O)=CC=1>[Si:11]([O:28][CH2:29][C@@H:30]1[O:33][C@@H:1]([P:34]([O:41][CH2:42][CH3:43])([O:38][CH2:39][CH3:40])=[O:35])[S:32][CH2:31]1)([C:24]([CH3:27])([CH3:25])[CH3:26])([C:18]1[CH:23]=[CH:22][CH:21]=[CH:20][CH:19]=1)[C:12]1[CH:13]=[CH:14][CH:15]=[CH:16][CH:17]=1 |f:6.7.8|. Procedure: A solution of triethylorthoformate (0.64 g, 4.33 mmol), 1-t-butyldiphenylsilyloxy-3-mercapto-2-propanol (example 24) (5.00 g, 46.23 mmol) and p-toluenesulfonic acid (20 mg) in toluene (60 mL) was heated to reflux for 2h. The solvent was removed under reduced pressure to give a yellow oil. The oil was dissolved in dichloromethane (20.mL), zinc chloride (20 mg) was added along with triethyl phosphite (0.32 g, 1.93 mmol) at 0° C., followed by the addition of phosphorous trichloride (0.13 g, 0.95 mm... Starting materials: [Li]C(C)(C)C (tBuLi), IC1=CN(C2=NC=C(C=C21)C=2C=C(C=CC2)OS(=O)(=O)C2=CC=C(C=C2)C)S(=O)(=O)C2=CC=C(C=C2)C (toluene-4-sulfonic acid 3-[3-iodo-1-(toluene-4-sulfonyl)-1H-pyrrolo[2,3-b]pyridine-5-yl]-phenyl ester), FC=1C=C(C=O)C=CC1 (3-fluoro-benzaldehyde). The solvent is CCCCC (pentane), C1CCOC1 (THF). Reaction conditions: temperature 10 celsius, time 5 minute. Product: FC=1C=C(C=CC1)C(C1=CN(C2=NC=C(C=C21)C=2C=C(C=CC2)OS(=O)(=O)C2=CC=C(C=C2)C)S(=O)(=O)C2=CC=C(C=C2)C)O (toluene-4-sulfonic acid 3-[3-[(3-fluoro-phenyl)-hydroxy-methyl]-1-(toluene-4-sulfonyl)-1H-pyrrolo[2,3-b]pyridine-5-yl]-phenyl ester). Yield: 52.5%. Reaction SMILES: I[C:2]1[C:10]2[C:5](=[N:6][CH:7]=[C:8]([C:11]3[CH:12]=[C:13]([O:17][S:18]([C:21]4[CH:26]=[CH:25][C:24]([CH3:27])=[CH:23][CH:22]=4)(=[O:20])=[O:19])[CH:14]=[CH:15][CH:16]=3)[CH:9]=2)[N:4]([S:28]([C:31]2[CH:36]=[CH:35][C:34]([CH3:37])=[CH:33][CH:32]=2)(=[O:30])=[O:29])[CH:3]=1.[Li]C(C)(C)C.[F:43][C:44]1[CH:45]=[C:46]([CH:49]=[CH:50][CH:51]=1)[CH:47]=[O:48]>C1COCC1.CCCCC>[F:43][C:44]1[CH:45]=[C:46]([CH:47]([OH:48])[C:2]2[C:10]3[C:5](=[N:6][CH:7]=[C:8]([C:11]4[CH:12]=[C:13]([O:17][S:18]([C:21]5[CH:26]=[CH:25][C:24]([CH3:27])=[CH:23][CH:22]=5)(=[O:20])=[O:19])[CH:14]=[CH:15][CH:16]=4)[CH:9]=3)[N:4]([S:28]([C:31]3[CH:36]=[CH:35][C:34]([CH3:37])=[CH:33][CH:32]=3)(=[O:30])=[O:29])[CH:3]=2)[CH:49]=[CH:50][CH:51]=1. Procedure: To a solution of toluene-4-sulfonic acid 3-[3-iodo-1-(toluene-4-sulfonyl)-1H-pyrrolo[2,3-b]pyridine-5-yl]-phenyl ester (50 mg, 0.077 mmol, prepared as exemplified in method 6) in THF (2 mL) at −90° C. under nitrogen atmosphere was added, a solution of tBuLi in pentane (1.7 M, 90 uL) dropwise. After stirring for 5 min, 3-fluoro-benzaldehyde (40 uL, 0.38 mmol) was added and the reaction mixture was slowly warmed up to 10° C. over 2 h, then quenched with a saturated solution of ammonium chloride an... Starting materials: C(C)(C)(C)OC(=O)N1CC2(CO2)C1 (oxa-5-azaspiro[2.3]hexane-5-carboxylic acid tert-butyl ester), COC1=CC=C2C=CC(NC2=C1)=O (7-methoxy-2(1H)-quinolinone), C(=O)([O-])[O-].[Cs+].[Cs+] (Cs2CO3). Run in CN(C)C=O (DMF), CN(C)C=O (DMF). Reaction conditions: temperature 80 celsius, time 10 day. Product: C(C)(C)(C)OC(=O)N1CC(C1)(CN1C(C=CC2=CC=C(C=C12)OC)=O)O (3-hydroxy-3-(7-methoxy-2-oxo-2H-quinolin-1-ylmethyl)-azetidine-1-carboxylic acid tert-butyl ester). Isolated yield 9.7%. As a reaction SMILES: [C:1]([O:5][C:6]([N:8]1[CH2:13][C:10]2([O:12][CH2:11]2)[CH2:9]1)=[O:7])([CH3:4])([CH3:3])[CH3:2].[CH3:14][O:15][C:16]1[CH:25]=[C:24]2[C:19]([CH:20]=[CH:21][C:22](=[O:26])[NH:23]2)=[CH:18][CH:17]=1.C([O-])([O-])=O.[Cs+].[Cs+]>CN(C=O)C>[C:1]([O:5][C:6]([N:8]1[CH2:13][C:10]([OH:12])([CH2:11][N:23]2[C:24]3[C:19](=[CH:18][CH:17]=[C:16]([O:15][CH3:14])[CH:25]=3)[CH:20]=[CH:21][C:22]2=[O:26])[CH2:9]1)=[O:7])([CH3:4])([CH3:3])[CH3:2] |f:2.3.4|. Reported procedure: A solution of oxa-5-azaspiro[2.3]hexane-5-carboxylic acid tert-butyl ester (69 mg; prepared according to WO 2007/044515) in DMF (1 mL) was added to a suspension of 7-methoxy-2(1H)-quinolinone (60 mg; commercial) and Cs2CO3 (223 mg, 2 eq.) in DMF (2 mL). The reaction mixture was stirred at 80° C. for 10 days. The solvent was removed under reduced pressure and the residue was partitioned between water and EA. The aq. layer was extracted with EA. The combined org. layers were dried over Na2SO4, fil... The product is ClC=1C=C(OC2=C(C=C(COC=3C=C4N(C(N3)=O)CCN4C)C=C2)F)C=CC1Cl (7-((4-(3,4-dichlorophenoxy)-3-fluorobenzyl)oxy)-1-methyl-2,3-dihydroimidazo[1,2-c]pyrimidin-5(1H)-one). Solvent: O1CCCC1 (tetrahydrofuran), CN(C)C=O (DMF). Procedure details: Prepared in a manner similar to that described for E1 using (4-(3,4-dichlorophenoxy)-3-fluorophenyl)methanol (0.101 g, 0.350 mmol) in tetrahydrofuran (THF) (8 mL), sodium hydride (0.021 g, 0.525 mmol) and 7-chloro-1-methyl-2,3-dihydroimidazo[1,2-c]pyrimidin-5(1H)-one (0.065 g, 0.350 mmol) in DMF (1 mL). RXN SMILES: [Cl:1][C:2]1[CH:3]=[C:4]([CH:15]=[CH:16][C:17]=1[Cl:18])[O:5][C:6]1[CH:11]=[CH:10][C:9]([CH2:12][OH:13])=[CH:8][C:7]=1[F:14].[H-].[Na+].Cl[C:22]1[CH:23]=[C:24]2[N:31]([CH3:32])[CH2:30][CH2:29][N:25]2[C:26](=[O:28])[N:27]=1>O1CCCC1.CN(C=O)C>[Cl:1][C:2]1[CH:3]=[C:4]([CH:15]=[CH:16][C:17]=1[Cl:18])[O:5][C:6]1[CH:11]=[CH:10][C:9]([CH2:12][O:13][C:22]2[CH:23]=[C:24]3[N:31]([CH3:32])[CH2:30][CH2:29][N:25]3[C:26](=[O:28])[N:27]=2)=[CH:8][C:7]=1[F:14] |f:1.2|. The reactants are E1, ClC=1C=C2N(C(N1)=O)CCN2C (7-chloro-1-methyl-2,3-dihydroimidazo[1,2-c]pyrimidin-5(1H)-one), ClC=1C=C(OC2=C(C=C(C=C2)CO)F)C=CC1Cl ((4-(3,4-dichlorophenoxy)-3-fluorophenyl)methanol), [H-].[Na+] (sodium hydride).